From a dataset of the Open Reaction Database (ORD), a public repository of structured organic reaction records. describe an organic reaction: reactants, conditions, products, and yield Reactants: C(C)OC([C@H](CC1=CC=CC=C1)NC(CC1CCN(CC1)C1=C2C(=NC(=C1)C)N(C=C2C)C2=C(C=C(C=C2C)Br)C)=O)=O ((S)-2-(2-{1-[1-(4-bromo-2,6-dimethyl-phenyl)-3,6-dimethyl-1H-pyrrolo[2,3-b]pyridin-4-yl]-piperidin-4-yl}-acetylamino)-3-phenyl-propionic acid ethyl ester), [OH-].[Na+] (NaOH), OS(=O)(=O)[O-].[K+] (KHSO4). Run in CCO (EtOH). Conditions: time 24 hour. Product: BrC1=CC(=C(C(=C1)C)N1C=C(C=2C1=NC(=CC2N2CCC(CC2)CC(=O)N[C@H](C(=O)O)CC2=CC=CC=C2)C)C)C ((S)-2-(2-{1-[1-(4-bromo-2,6-dimethyl-phenyl)-3,6-dimethyl-1H-pyrrolo[2,3-b]pyridin-4-yl]-piperidin-4-yl}-acetylamino)-3-phenyl-propionic acid). Yield: 26.1%. RXN SMILES: C([O:3][C:4](=[O:43])[C@@H:5]([NH:13][C:14](=[O:42])[CH2:15][CH:16]1[CH2:21][CH2:20][N:19]([C:22]2[CH:27]=[C:26]([CH3:28])[N:25]=[C:24]3[N:29]([C:33]4[C:38]([CH3:39])=[CH:37][C:36]([Br:40])=[CH:35][C:34]=4[CH3:41])[CH:30]=[C:31]([CH3:32])[C:23]=23)[CH2:18][CH2:17]1)[CH2:6][C:7]1[CH:12]=[CH:11][CH:10]=[CH:9][CH:8]=1)C.[OH-].[Na+].OS([O-])(=O)=O.[K+]>CCO>[Br:40][C:36]1[CH:37]=[C:38]([CH3:39])[C:33]([N:29]2[C:24]3=[N:25][C:26]([CH3:28])=[CH:27][C:22]([N:19]4[CH2:20][CH2:21][CH:16]([CH2:15][C:14]([NH:13][C@@H:5]([CH2:6][C:7]5[CH:8]=[CH:9][CH:10]=[CH:11][CH:12]=5)[C:4]([OH:43])=[O:3])=[O:42])[CH2:17][CH2:18]4)=[C:23]3[C:31]([CH3:32])=[CH:30]2)=[C:34]([CH3:41])[CH:35]=1 |f:1.2,3.4|. Procedure details: A mixture of (S)-2-(2-{1-[1-(4-bromo-2,6-dimethyl-phenyl)-3,6-dimethyl-1H-pyrrolo[2,3-b]pyridin-4-yl]-piperidin-4-yl}-acetylamino)-3-phenyl-propionic acid ethyl ester (140 mg), 4 M NaOH (1 mL) and EtOH (2 mL) was stirred at room temperature for 24 hours. 1 M KHSO4 (10 mL) was added into the reaction mixture and the mixture was extracted with ethyl acetate. The organic phase was washed with brine, and concentrated under reduced pressure. The residue was purified with column chromatography (silica... Reactants: C(C)(C)(C)OC(=O)N1CCN(CC1)C(=O)C1=C(N(C2=CC=C(C=C12)C#N)C1=CC=CC=C1)OC1=C(C=CC(=C1)F)C (4-[5-cyano-2-(5-fluoro-2-methyl-phenoxy)-1-phenyl-1H-indole-3-carbonyl]-piperazine-1-carboxylic acid tert-butyl ester), C(C)(=O)N (acetamide), O (water), O (water). Reagents/catalysts: [Pd](Cl)Cl (palladium(II) chloride). The solvent is C1CCOC1 (THF). Run at time 30 hour. Product: FC=1C=CC(=C(OC=2N(C3=CC=C(C=C3C2C(=O)N2CCNCC2)C(=O)N)C2=CC=CC=C2)C1)C (2-(5-Fluoro-2-methyl-phenoxy)-1-phenyl-3-(piperazine-1-carbonyl)-1H-indole-5-carboxylic acid amide). Reaction SMILES: C(OC(N1CCN(C([C:16]2[C:24]3[C:19](=[CH:20][CH:21]=[C:22]([C:25]#[N:26])[CH:23]=3)[N:18]([C:27]3[CH:32]=[CH:31][CH:30]=[CH:29][CH:28]=3)[C:17]=2[O:33][C:34]2[CH:39]=[C:38]([F:40])[CH:37]=[CH:36][C:35]=2[CH3:41])=O)CC1)=O)(C)(C)C.[C:42]([NH2:45])(=[O:44])C.[OH2:46]>C1COCC1.[Pd](Cl)Cl>[F:40][C:38]1[CH:37]=[CH:36][C:35]([CH3:41])=[C:34]([CH:39]=1)[O:33][C:17]1[N:18]([C:27]2[CH:28]=[CH:29][CH:30]=[CH:31][CH:32]=2)[C:19]2[C:24]([C:16]=1[C:42]([N:45]1[CH2:20][CH2:19][NH:18][CH2:17][CH2:16]1)=[O:44])=[CH:23][C:22]([C:25]([NH2:26])=[O:46])=[CH:21][CH:20]=2. Procedure: A mixture of 4-[5-cyano-2-(5-fluoro-2-methyl-phenoxy)-1-phenyl-1H-indole-3-carbonyl]-piperazine-1-carboxylic acid tert-butyl ester (70 mg, 0.126 mmol), acetamide (31.5 mg, 0.53 mmol) and palladium(II) chloride (2.2 mg, 13 μmol) in THF (4 ml) and water (1.4 ml) was stirred at room temperature for 30 h. After addition of water, the mixture was extracted with EA. The combined organic layers were dried over sodium sulfate and concentrated. The residue was dissolved in DCM (1 ml), TFA (0.3 ml) was ad... The reactants are CC[C@H](C)C(=O)O[C@H]1C[C@H](C=C2[C@H]1[C@H]([C@H](C=C2)C)CC[C@@H]3C[C@H](CC(=O)O3)O)C (Lovastatin), CC1CC(C2C(C(C=CC2=C1)C)CCC1OC(CC(C1)O)=O)OC(C(CC)C)=O (2-methylbutanoic acid 1,2,3,7,8,8a-hexahydro-3,7-dimethyl-8-[2-(tetrahydro-4-hydroxy-6-oxo-2H-pyran-2-yl)ethyl]-1-naphthalenyl ester). Product: CC[C@H](C)C(=O)O[C@H]1C[C@H](C=C2[C@H]1[C@H]([C@H](C=C2)C)CC[C@@H]3C[C@H](CC(=O)O3)O)C (lovastatin), CC[C@H](C)C(=O)O[C@H]1C[C@H](C=C2[C@H]1[C@H]([C@H](C=C2)C)CC[C@H](C[C@H](CC(=O)O)O)O)C (mevinolinic acid). Reaction SMILES: [CH3:1][CH2:2][C@@H:3]([C:5]([O:7][C@@H:8]1[C@@H:13]2[C@@H:14]([CH2:19][CH2:20][C@H:21]3[O:27][C:25](=[O:26])[CH2:24][C@H:23]([OH:28])[CH2:22]3)[C@@H:15]([CH3:18])[CH:16]=[CH:17][C:12]2=[CH:11][C@H:10]([CH3:29])[CH2:9]1)=[O:6])[CH3:4].[CH3:30][CH:31]1[CH:40]=[C:39]2[CH:34]([CH:35]([CH2:42][CH2:43][CH:44]3[CH2:49][CH:48]([OH:50])[CH2:47][C:46](=[O:51])[O:45]3)[CH:36]([CH3:41])[CH:37]=[CH:38]2)[CH:33]([O:52][C:53](=[O:58])[CH:54]([CH3:57])[CH2:55][CH3:56])[CH2:32]1>>[CH3:1][CH2:2][C@@H:3]([C:5]([O:7][C@@H:8]1[C@@H:13]2[C@@H:14]([CH2:19][CH2:20][C@H:21]3[O:27][C:25](=[O:26])[CH2:24][C@H:23]([OH:28])[CH2:22]3)[C@@H:15]([CH3:18])[CH:16]=[CH:17][C:12]2=[CH:11][C@H:10]([CH3:29])[CH2:9]1)=[O:6])[CH3:4].[CH3:56][CH2:55][C@@H:54]([C:53]([O:52][C@@H:33]1[C@@H:34]2[C@@H:35]([CH2:42][CH2:43][C@@H:44]([OH:6])[CH2:49][C@@H:48]([OH:50])[CH2:47][C:46]([OH:45])=[O:51])[C@@H:36]([CH3:41])[CH:37]=[CH:38][C:39]2=[CH:40][C@H:31]([CH3:30])[CH2:32]1)=[O:58])[CH3:57]. Procedure details: Lovastatin is chemically represented as [1S-[1α(R*),3α,7β,8β(2S*,4S*),8αβ]]-2-methylbutanoic acid 1,2,3,7,8,8a-hexahydro-3,7-dimethyl-8-[2-(tetrahydro-4-hydroxy-6-oxo-2H-pyran-2-yl)ethyl]-1-naphthalenyl ester, and strains producing the compound also produce an acid form of lovastatin, i.e., mevinolinic acid, which is converted into lovastatin(mevinolin) as a lactone form in the course of isolation and recovery. Reactants: CSC1=NC=CC(=N1)C1=CC=C(S1)S(=O)(=O)Cl (5-[2-(methylthio)pyrimidin-4-yl]thiophene-2-sulfonyl chloride), NC=1C=C(C=CC1)C1=NN=NN1 (5-(3-aminophenyl)tetrazole). Product: CSC1=NC=CC(=N1)C1=CC=C(S1)S(=O)(=O)NC1=CC(=CC=C1)C1=NN=NN1 (5-[2-(Methylthio)pyrimidin-4-yl]-N-[3-(1H-tetrazol-5-yl)phenyl]thiophene-2-sulfonamide). Isolated yield 43.1%. RXN SMILES: [CH3:1][S:2][C:3]1[N:8]=[C:7]([C:9]2[S:13][C:12]([S:14](Cl)(=[O:16])=[O:15])=[CH:11][CH:10]=2)[CH:6]=[CH:5][N:4]=1.[NH2:18][C:19]1[CH:20]=[C:21]([C:25]2[NH:29][N:28]=[N:27][N:26]=2)[CH:22]=[CH:23][CH:24]=1>>[CH3:1][S:2][C:3]1[N:8]=[C:7]([C:9]2[S:13][C:12]([S:14]([NH:18][C:19]3[CH:24]=[CH:23][CH:22]=[C:21]([C:25]4[NH:29][N:28]=[N:27][N:26]=4)[CH:20]=3)(=[O:16])=[O:15])=[CH:11][CH:10]=2)[CH:6]=[CH:5][N:4]=1. Procedure: The product was prepared according to General Procedure 1, described in Example 1, starting from 5-[2-(methylthio)pyrimidin-4-yl]thiophene-2-sulfonyl chloride (17 mg, 0.055 mmol) and 5-(3-aminophenyl)tetrazole (8 mg, 0.05 mmol) giving 9.3 mg (43%) of the title compound. MS (ESI+) calcd for C16H13N7O2S3 431.029285, found 431.029205.